describe an organic reaction: reactants, conditions, products, and yield From a dataset of the Open Reaction Database (ORD), a public repository of structured organic reaction records. The reactants are CC[SiH](CC)CC, ClCCl, O=C(O)C(F)(F)F, OC1(c2ccc3occc3c2)CCOCC1. Yields the product c1cc2cc(C3CCOCC3)ccc2o1. Reaction SMILES: [CH2:17]([SiH:18]([CH2:19][CH3:20])[CH2:21][CH3:22])[CH3:23].[Cl:31][CH2:32][Cl:33].[F:24][C:25]([F:26])([F:27])[C:28]([OH:29])=[O:30].[o:1]1[cH:2][cH:3][c:4]2[c:5]1[cH:6][cH:7][c:8]([C:10]1([OH:16])[CH2:11][CH2:12][O:13][CH2:14][CH2:15]1)[cH:9]2>>[o:1]1[cH:2][cH:3][c:4]2[c:5]1[cH:6][cH:7][c:8]([CH:10]1[CH2:11][CH2:12][O:13][CH2:14][CH2:15]1)[cH:9]2. Reactants: C(C)C=1C(=C(C=CC1C)[N+](=O)[O-])C (3-ethyl-2,4-dimethylnitrobenzene), C(C)C1=C(C(=CC=C1C)[N+](=O)[O-])CC(C(=O)O)=O (3-(2-ethyl-3-methyl-6-nitrophenyl)-pyruvic acid). Product: C(C)C1=C2C=C(NC2=CC=C1C)C(=O)O (4-ethyl-5-methylindole-2-carboxylic acid). Reaction SMILES: C(C1C(C)=C([N+]([O-])=O)C=CC=1C)C.[CH2:14]([C:16]1[C:21]([CH3:22])=[CH:20][CH:19]=[C:18]([N+:23]([O-])=O)[C:17]=1[CH2:26][C:27](=O)[C:28]([OH:30])=[O:29])[CH3:15]>>[CH2:14]([C:16]1[C:21]([CH3:22])=[CH:20][CH:19]=[C:18]2[C:17]=1[CH:26]=[C:27]([C:28]([OH:30])=[O:29])[NH:23]2)[CH3:15]. Reported procedure: The compound was prepared via 3-ethyl-2,4-dimethylnitrobenzene (b.p. 141°-145° C/11mm Hg) and 3-(2-ethyl-3-methyl-6-nitrophenyl)-pyruvic acid (m.p. 135° C (decomp.). The product is C(=O)[C@H]1[C@@H](CNC1)CN(S(=O)(=O)C1=CC=CC=C1)CC(C)C (N-((3S*,4S*)-4-Formyl-pyrrolidin-3-ylmethyl)-N-isobutyl-benzenesulfonamide). RXN SMILES: [OH:1][CH2:2][C@@H:3]1[CH2:7][NH:6][CH2:5][C@H:4]1[CH2:8][N:9]([CH2:19][CH:20]([CH3:22])[CH3:21])[S:10]([C:13]1[CH:18]=[CH:17][CH:16]=[CH:15][CH:14]=1)(=[O:12])=[O:11].CC#N.O.CC#N>O>[CH:2]([C@@H:3]1[CH2:7][NH:6][CH2:5][C@H:4]1[CH2:8][N:9]([CH2:19][CH:20]([CH3:22])[CH3:21])[S:10]([C:13]1[CH:18]=[CH:17][CH:16]=[CH:15][CH:14]=1)(=[O:12])=[O:11])=[O:1] |f:1.2|. The solvent is O (H2O). The reactants are OC[C@H]1[C@@H](CNC1)CN(S(=O)(=O)C1=CC=CC=C1)CC(C)C (N-((3S*,4S*)-4-Hydroxymethyl-pyrrolidin-3-ylmethyl)-N-isobutyl-benzenesulfonamide), CC#N.O (CH3CN H2O), CC#N.O (CH3CN H2O), CC#N (CH3CN). Reported procedure: The title compound is prepared as described above for Example 9/step E (Scheme 5) from N-((3S*,4S*)-4-Hydroxymethyl-pyrrolidin-3-ylmethyl)-N-isobutyl-benzenesulfonamide. MS (LC-MS): 325.0 [M-Boc+H]+; tR (HPLC, Waters Symmetry C18 column, 20-95% CH3CN/H2O/3.5 min, 95% CH3CN/H2O, 2 min, CH3CN and H2O containing 0.1% TFA, flow 0.6 mL/min): 4.24 min. Starting materials: C(C(=O)O)(=O)O (oxalic acid), C1=CC=CC2=C1C(NC1=C(S2)C=CC=C1)=S (dibenzo[b,f]-1,4-thiazepin-11(10H)-thione), C(C)OC(C(CC1=CC=C(C=C1)OCCN)OCC)=O (3-(4-(2-aminoethoxy)phenyl)-2-ethoxypropanoic acid ethyl ester), CC(CCO)C (3-methyl-1-butanol). Solvent: CC(=O)C (acetone). Run at temperature 150 celsius. Yields the product O.C(C(=O)O)(=O)O.C(C(=O)O)(=O)O (Hydrogen oxalate hemihydrate). As a reaction SMILES: [C:1]([OH:6])(=[O:5])[C:2]([OH:4])=[O:3].C1C2C(=S)NC3C=CC=CC=3SC=2C=CC=1.C(OC(=O)C(OCC)CC1C=CC(OCCN)=CC=1)C.CC(C)CCO>CC(C)=O>[OH2:3].[C:1]([OH:6])(=[O:5])[C:2]([OH:4])=[O:3].[C:1]([OH:6])(=[O:5])[C:2]([OH:4])=[O:3] |f:5.6.7|. Reported procedure: A mixture of ethyl 3-(4-(2-bromethoxy)phenyl)-2-ethoxypropanoate (3.05 g, 8.8 mmol), potassium phtalimide (2.0 g, 10.8 mmol) and dimethylformamide (20 ml) was heated to 100° C. for 16 h, benzene (200 ml) and water (200 ml) were added and the phases were separated. The organic phase was dried and the solvent evaporated in vacuo. The residue was dissolved in ethanol (60 mL), hydrazine hydrate (1.3 ml) was added and the mixture was refluxed for 2 h, filtered and the solvent evaporated to give 2.4 g... Starting materials: BrCc1nc(-c2ccccc2)c(-c2ccccc2)o1, C1CCOC1, COC(=O)Cc1cccc(O[Si](C)(C)C(C)(C)C)c1, CC(C)[N-]C(C)C, [Li]CCCC, [Cl-], [Li+], N#N, [NH4+]. Product: COC(=O)C(Cc1nc(-c2ccccc2)c(-c2ccccc2)o1)c1cccc(O[Si](C)(C)C(C)(C)C)c1. RXN SMILES: [Br:35][CH2:36][c:37]1[o:38][c:39](-[c:48]2[cH:49][cH:50][cH:51][cH:52][cH:53]2)[c:40](-[c:42]2[cH:43][cH:44][cH:45][cH:46][cH:47]2)[n:41]1.[CH2:56]1[O:57][CH2:58][CH2:59][CH2:60]1.[CH3:1][C:2]([CH3:3])([CH3:4])[Si:5]([O:6][c:7]1[cH:8][c:9]([CH2:13][C:14](=[O:15])[O:16][CH3:17])[cH:10][cH:11][cH:12]1)([CH3:18])[CH3:19].[CH3:21][CH:22]([N-:23][CH:24]([CH3:25])[CH3:26])[CH3:27].[CH3:28][CH2:29][CH2:30][CH2:31][Li:32].[Cl-:54].[Li+:20].[N:33]#[N:34].[NH4+:55]>>[CH3:1][C:2]([CH3:3])([CH3:4])[Si:5]([O:6][c:7]1[cH:8][c:9]([CH:13]([C:14](=[O:15])[O:16][CH3:17])[CH2:36][c:37]2[o:38][c:39](-[c:48]3[cH:49][cH:50][cH:51][cH:52][cH:53]3)[c:40](-[c:42]3[cH:43][cH:44][cH:45][cH:46][cH:47]3)[n:41]2)[cH:10][cH:11][cH:12]1)([CH3:18])[CH3:19]. The reactants are COC(=O)c1ccc(Cc2cccc3ccc(C(=O)O)cc23)c(OC)c1, CCC(CC)CN, ClCCl, CCN=C=NCCCN(C)C, CN(C)C=O, CN(C)c1ccncc1, Cl. Product: CCC(CC)CNC(=O)c1ccc2cccc(Cc3ccc(C(=O)OC)cc3OC)c2c1. Reaction SMILES: [C:1](=[O:2])([OH:3])[c:4]1[cH:5][cH:6][c:7]2[cH:8][cH:9][cH:10][c:11]([CH2:14][c:15]3[c:16]([O:25][CH3:26])[cH:17][c:18]([C:19](=[O:20])[O:21][CH3:22])[cH:23][cH:24]3)[c:12]2[cH:13]1.[CH2:39]([CH3:40])[CH:41]([CH2:42][NH2:43])[CH2:44][CH3:45].[CH2:60]([Cl:61])[Cl:62].[CH3:28][N:29]([CH3:30])[CH2:31][CH2:32][CH2:33][N:34]=[C:35]=[N:36][CH2:37][CH3:38].[CH3:46][N:47]([CH3:48])[CH:49]=[O:50].[CH3:51][N:52]([CH3:53])[c:54]1[cH:55][cH:56][n:57][cH:58][cH:59]1.[ClH:27]>>[C:1](=[O:2])([c:4]1[cH:5][cH:6][c:7]2[cH:8][cH:9][cH:10][c:11]([CH2:14][c:15]3[c:16]([O:25][CH3:26])[cH:17][c:18]([C:19](=[O:20])[O:21][CH3:22])[cH:23][cH:24]3)[c:12]2[cH:13]1)[NH:43][CH2:42][CH:41]([CH2:39][CH3:40])[CH2:44][CH3:45].